This data is from the Open Reaction Database (ORD), a public repository of structured organic reaction records. The task is: describe an organic reaction: reactants, conditions, products, and yield Reactants: CC(C)C1=CC=C(OCC=2C(=NC=CC2)N)C=C1 (3-{[4-(1-methylethyl)phenoxy]methyl}pyridin-2-amine), C1CCOC1 (THF), [H-].[Na+] (sodium hydride), ClCCS(=O)(=O)Cl (2-chloroethanesulfonyl chloride), C1CCOC1 (THF). The solvent is O (water). Reaction conditions: time 1 hour. Yields the product CC(C)C1=CC=C(OCC2=CC=CN3C2=NS(CC3)(=O)=O)C=C1 (9-{[4-(1-methylethyl)phenoxy]methyl}-3,4-dihydropyrido[2,1-c][1,2,4]thiadiazine 2,2-dioxide). Yield: 36.8%. RXN SMILES: [CH3:1][CH:2]([C:4]1[CH:18]=[CH:17][C:7]([O:8][CH2:9][C:10]2[C:11]([NH2:16])=[N:12][CH:13]=[CH:14][CH:15]=2)=[CH:6][CH:5]=1)[CH3:3].C1COCC1.[H-].[Na+].Cl[CH2:27][CH2:28][S:29](Cl)(=[O:31])=[O:30]>O>[CH3:3][CH:2]([C:4]1[CH:18]=[CH:17][C:7]([O:8][CH2:9][C:10]2[C:11]3=[N:16][S:29](=[O:31])(=[O:30])[CH2:28][CH2:27][N:12]3[CH:13]=[CH:14][CH:15]=2)=[CH:6][CH:5]=1)[CH3:1] |f:2.3|. Procedure details: A mixture of 3-{[4-(1-methylethyl)phenoxy]methyl}pyridin-2-amine (600 mg) and dehydrated THF (10 mL) was added to a mixture of sodium hydride (60%, 495 mg), 2-chloroethanesulfonyl chloride (1211 mg) and dehydrated THF (10 mL) at room temperature. The reaction mixture was stirred for 1 hr, water was added, and the mixture was extracted with ethyl acetate. The organic layer was washed with water and saturated brine, dried over anhydrous magnesium sulfate, and concentrated under reduced pressure. T... Starting materials: C(C)C=1C(NC(NC1OC1=CC(=CC(=C1)C)C)=O)=O (5-Ethyl-6-(3,5-dimethylphenoxy)-2,4-pyrimidinedione), [Si](C)(C)(C(C)(C)C)OCC1C=C(CC1CO[Si](C)(C)C(C)(C)C)CBr ([3,4-di(t-butyldimethylsilyloxymethyl)cyclopent-1-en-1-yl]methyl bromide). The yield is 17.9%. Procedure: 5-Ethyl-6-(3,5-dimethylphenoxy)-2,4-pyrimidinedione and [3,4-di(t-butyldimethylsilyloxymethyl)cyclopent-1-en-1-yl]methyl bromide were reacted by the same method with example 28 to obtain the titled compound (42 mg). Yields the product OCC1C=C(CC1CO)CN1C(NC(C(=C1OC1=CC(=CC(=C1)C)C)CC)=O)=O (1-{[3,4-Di(hydroxymethyl)cyclopent-1-en-1-yl]methyl}-5-ethyl-6-(3,5-dimethylphenoxy)-2,4-pyrimidinedione). Reaction SMILES: [CH2:1]([C:3]1[C:4](=[O:19])[NH:5][C:6](=[O:18])[NH:7][C:8]=1[O:9][C:10]1[CH:15]=[C:14]([CH3:16])[CH:13]=[C:12]([CH3:17])[CH:11]=1)[CH3:2].[Si]([O:27][CH2:28][CH:29]1[CH:33]([CH2:34][O:35][Si](C(C)(C)C)(C)C)[CH2:32][C:31]([CH2:43]Br)=[CH:30]1)(C(C)(C)C)(C)C>>[OH:27][CH2:28][CH:29]1[CH:33]([CH2:34][OH:35])[CH2:32][C:31]([CH2:43][N:7]2[C:8]([O:9][C:10]3[CH:11]=[C:12]([CH3:17])[CH:13]=[C:14]([CH3:16])[CH:15]=3)=[C:3]([CH2:1][CH3:2])[C:4](=[O:19])[NH:5][C:6]2=[O:18])=[CH:30]1. The reactants are FC1=CC=C2C(=NNC2=C1)O (6-fluoro-1H-indazol-3-ol), S1C=CC=2CN(CCC21)C(=O)Cl (6,7-dihydro-4H-thieno[3,2-c]pyridine-5-carbonyl chloride). Product: S1C=CC=2CN(CCC21)C(=O)OC2=NN(C1=CC(=CC=C21)F)C(=O)N2CC1=C(CC2)SC=C1 (1-(6,7-Dihydro-4H-thieno[3,2-c]pyridine-5-carbonyl)-6-fluoro-1H-indazol-3-yl 6,7-dihydro-4H-thieno[3,2-c]pyridine-5-carboxylate). RXN SMILES: [F:1][C:2]1[CH:10]=[C:9]2[C:5]([C:6]([OH:11])=[N:7][NH:8]2)=[CH:4][CH:3]=1.[S:12]1[C:20]2[CH2:19][CH2:18][N:17]([C:21](Cl)=[O:22])[CH2:16][C:15]=2[CH:14]=[CH:13]1>>[S:12]1[C:20]2[CH2:19][CH2:18][N:17]([C:21]([O:11][C:6]3[C:5]4[C:9](=[CH:10][C:2]([F:1])=[CH:3][CH:4]=4)[N:8]([C:21]([N:17]4[CH2:18][CH2:19][C:20]5[S:12][CH:13]=[CH:14][C:15]=5[CH2:16]4)=[O:22])[N:7]=3)=[O:22])[CH2:16][C:15]=2[CH:14]=[CH:13]1. Procedure: In analogy to example 1, 200 mg (1.315 mmol) of 6-fluoro-1H-indazol-3-ol were reacted with 318 mg (1.578 mmol) of 6,7-dihydro-4H-thieno[3,2-c]pyridine-5-carbonyl chloride. Yield: 18 mg (3%), M+H+: 483.25. Reactants: BrC1=C(C(=O)C2=CC(=CC(=C2)C)C)C=CC(=C1)F (2-bromo-4-fluoro-3',5'-dimethylbenzophenone), ice, OO (hydrogen peroxide). Run in S(O)(O)(=O)=O (sulfuric acid). Conditions: time 2 hour. The product is CC=1C=C(C=C(C1)C)O (3,5-dimethylphenol), BrC1=C(C(=O)O)C=CC(=C1)F (2-bromo-4-fluorobenzoic acid). Isolated yield 79.0%. As a reaction SMILES: [Br:1][C:2]1[CH:17]=[C:16]([F:18])[CH:15]=[CH:14][C:3]=1[C:4]([C:6]1[CH:11]=[C:10](C)[CH:9]=[C:8]([CH3:13])[CH:7]=1)=[O:5].[OH:19]O>S(=O)(=O)(O)O>[CH3:4][C:6]1[CH:11]=[C:10]([OH:19])[CH:9]=[C:8]([CH3:13])[CH:7]=1.[Br:1][C:2]1[CH:17]=[C:16]([F:18])[CH:15]=[CH:14][C:3]=1[C:4]([OH:5])=[O:19]. Procedure details: 30.8 g (0 1 mol) of 2-bromo-4-fluoro-3',5'-dimethylbenzophenone were dissolved in 140 g of 90% sulfuric acid, and 5.7 g of 90% hydrogen peroxide solution were added dropwise (metering time 1 h) between -10° C. and 0° C. After subsequent stirring for 2 h, the mixture was poured on to 500 g of ice and then heated at the boil for 5 h. Isolation as described in Example 8 gave 9.6 g (0.079 mol, 79%) of 3,5-dimethylphenol and 15.6 g (0.071 mol, 71%) of 2-bromo-4-fluorobenzoic acid (crude, purity (GC) ... The reactants are CC(N)COc1ccccc1, CCCCCC, Oc1cccc(OCC2CO2)c1. The product is CC(COc1ccccc1)NCC(O)COc1cccc(O)c1. RXN SMILES: [CH3:13][CH:14]([CH2:15][O:16][c:17]1[cH:18][cH:19][cH:20][cH:21][cH:22]1)[NH2:23].[CH3:24][CH2:25][CH2:26][CH2:27][CH2:28][CH3:29].[O:1]1[CH:2]([CH2:3][O:4][c:5]2[cH:6][c:7]([OH:11])[cH:8][cH:9][cH:10]2)[CH2:12]1>>[OH:1][CH:2]([CH2:3][O:4][c:5]1[cH:6][c:7]([OH:11])[cH:8][cH:9][cH:10]1)[CH2:12][NH:23][CH:14]([CH3:13])[CH2:15][O:16][c:17]1[cH:18][cH:19][cH:20][cH:21][cH:22]1. The reactants are CN(C)C=O, Cc1ccccc1, O=C(Cl)C(=O)Cl, COc1cccc(CCC(C(=O)O)c2ccc(F)cc2)c1. Product: COc1ccc2c(c1)CCC(c1ccc(F)cc1)C2=O. RXN SMILES: [CH3:28][N:29]([CH3:30])[CH:31]=[O:32].[CH3:33][c:34]1[cH:35][cH:36][cH:37][cH:38][cH:39]1.[Cl:1][C:2]([C:3]([Cl:4])=[O:5])=[O:6].[F:7][c:8]1[cH:9][cH:10][c:11]([CH:14]([C:15](=[O:16])[OH:17])[CH2:18][CH2:19][c:20]2[cH:21][c:22]([O:26][CH3:27])[cH:23][cH:24][cH:25]2)[cH:12][cH:13]1>>[F:7][c:8]1[cH:9][cH:10][c:11]([CH:14]2[C:15](=[O:17])[c:25]3[c:20]([cH:21][c:22]([O:26][CH3:27])[cH:23][cH:24]3)[CH2:19][CH2:18]2)[cH:12][cH:13]1.